From a dataset of the Open Reaction Database (ORD), a public repository of structured organic reaction records. describe an organic reaction: reactants, conditions, products, and yield Reactants: COc1ccc(N)cc1, O=C(Cl)c1ccc(Cl)nc1, Cc1cc(NC(=O)c2ccc(Cl)nc2)ccc1I. Yields the product COc1ccc(NC(=O)c2ccc(Cl)nc2)cc1. Reaction SMILES: [CH3:1][O:2][c:3]1[cH:4][cH:5][c:6]([NH2:7])[cH:8][cH:9]1.[Cl:10][c:11]1[n:12][cH:13][c:14]([C:15](=[O:16])[Cl:17])[cH:18][cH:19]1.[Cl:20][c:21]1[cH:22][cH:23][c:24]([C:25]([NH:26][c:27]2[cH:28][cH:29][c:30]([I:31])[c:32]([CH3:33])[cH:34]2)=[O:35])[cH:36][n:37]1>>[CH3:1][O:2][c:3]1[cH:4][cH:5][c:6]([NH:7][C:15]([c:14]2[cH:13][n:12][c:11]([Cl:10])[cH:19][cH:18]2)=[O:16])[cH:8][cH:9]1. Starting materials: Cc1ccccc1, O=C(NCCc1ccccc1)c1ccc(C(F)(F)F)c(F)c1, O=P(Cl)(Cl)Cl. Product: Fc1cc(C2=NCCc3ccccc32)ccc1C(F)(F)F. RXN SMILES: [CH3:28][c:29]1[cH:30][cH:31][cH:32][cH:33][cH:34]1.[F:1][c:2]1[cH:3][c:4]([C:5](=[O:6])[NH:7][CH2:8][CH2:9][c:10]2[cH:11][cH:12][cH:13][cH:14][cH:15]2)[cH:16][cH:17][c:18]1[C:19]([F:20])([F:21])[F:22].[P:23]([Cl:24])([Cl:25])([Cl:26])=[O:27]>>[F:1][c:2]1[cH:3][c:4]([C:5]2=[N:7][CH2:8][CH2:9][c:10]3[cH:11][cH:12][cH:13][cH:14][c:15]32)[cH:16][cH:17][c:18]1[C:19]([F:20])([F:21])[F:22]. The reactants are CCN=C=NCCCN(C)C, ClCCl, CCCCCCC(=O)O, Cl, NCC1CCCCC1. Yields the product CCCCCCC(=O)NCC1CCCCC1. Reaction SMILES: [CH2:19]([N:20]=[C:21]=[N:22][CH2:23][CH2:24][CH2:25][N:26]([CH3:27])[CH3:28])[CH3:29].[CH2:30]([Cl:31])[Cl:32].[CH3:9][CH2:10][CH2:11][CH2:12][CH2:13][CH2:14][C:15]([OH:16])=[O:17].[ClH:18].[NH2:1][CH2:2][CH:3]1[CH2:4][CH2:5][CH2:6][CH2:7][CH2:8]1>>[NH:1]([CH2:2][CH:3]1[CH2:4][CH2:5][CH2:6][CH2:7][CH2:8]1)[C:15]([CH2:14][CH2:13][CH2:12][CH2:11][CH2:10][CH3:9])=[O:16]. Reactants: IC1=CC(=C(C(=C1)C)C(C)=O)C (1-(4-iodo-2,6-dimethylphenyl)ethanone), C1(=CC=CC=C1)S (benzenethiol), [OH-].[K+] (potassium hydroxide). The reagents and catalysts are [Cu-]=O (copper(I) oxide). Run in CN(C)C=O (DMF), O (H2O). Yields the product CC1=C(C(=CC(=C1)SC1=CC=CC=C1)C)C(C)=O (1-(2,6-dimethyl-4-(phenylthio)phenyl)ethanone). The yield is 65.5%. Reaction SMILES: I[C:2]1[CH:7]=[C:6]([CH3:8])[C:5]([C:9](=[O:11])[CH3:10])=[C:4]([CH3:12])[CH:3]=1.[C:13]1([SH:19])[CH:18]=[CH:17][CH:16]=[CH:15][CH:14]=1.[OH-].[K+]>CN(C=O)C.O.[Cu-]=O>[CH3:8][C:6]1[CH:7]=[C:2]([S:19][C:13]2[CH:18]=[CH:17][CH:16]=[CH:15][CH:14]=2)[CH:3]=[C:4]([CH3:12])[C:5]=1[C:9](=[O:11])[CH3:10] |f:2.3|. Procedure: A mixture of 1-(4-iodo-2,6-dimethylphenyl)ethanone (1.5 g, 5.5 mmol, 1.0 equiv), benzenethiol (0.60 mL, 8.2 mmol, 1.5 equiv), copper(I) oxide (39.2 mg, 0.3 mmol, 0.05 equiv), and potassium hydroxide (614.1 mg, 11.0 mmol, 2.0 equiv) in DMF (4.4 mL) and H2O (1.1 mL) was heated at reflux for 20 h. The mixture was quenched with H2O (10 mL) and extracted with ether (2×20 mL). The organic layer was collected, dried over MgSO4(s), and concentrated under reduced pressure. The residue was purified by col... The reactants are O (Water), IC=1C=CC=2N(C1)C=C(N2)C2=CC=C(C=O)C=C2 (4-(6-Iodoimidazo[1,2-a]pyridin-2-yl)benzaldehyde), [Cl-].[NH4+] (ammonium chloride), C[Mg]Br (Methyl magnesium bromide). Solvent: O1CCCC1 (tetrahydrofuran). Reaction conditions: time 5 hour. The product is IC=1C=CC=2N(C1)C=C(N2)C2=CC=C(C=C2)C(C)O (1-[4-(6-Iodoimidazo[1,2-a]pyridin-2-yl)phenyl]-1-ethanol). RXN SMILES: [I:1][C:2]1[CH:3]=[CH:4][C:5]2[N:6]([CH:8]=[C:9]([C:11]3[CH:18]=[CH:17][C:14]([CH:15]=[O:16])=[CH:13][CH:12]=3)[N:10]=2)[CH:7]=1.[CH3:19][Mg]Br.[Cl-].[NH4+].O>O1CCCC1>[I:1][C:2]1[CH:3]=[CH:4][C:5]2[N:6]([CH:8]=[C:9]([C:11]3[CH:18]=[CH:17][C:14]([CH:15]([OH:16])[CH3:19])=[CH:13][CH:12]=3)[N:10]=2)[CH:7]=1 |f:2.3|. Procedure details: 4-(6-Iodoimidazo[1,2-a]pyridin-2-yl)benzaldehyde (820 mg) was dissolved in tetrahydrofuran (25 mL), and the solution was stirred under ice cooling. Methyl magnesium bromide (787 mL) was added dropwise to the reaction mixture, followed by stirring for 15 minutes under ice cooling and then for 5 hours at room temperature. Aqueous saturated ammonium chloride solution (25 mL) was added dropwise to the reaction mixture, and the mixture was stirred at room temperature for 1 hour. Water was added to th... Reactants: C(C)(=O)OC1=C(CCC1)CC(=O)OCC (1-acetoxy-2-(carbethoxymethyl)cyclopent-1-ene), BrBr (bromine), [Br-].[Li+].C([O-])([O-])=O.[Li+].[Li+] (lithium bromide lithium carbonate), Cl.NO (hydroxylamine hydrochloride), C(C)(=O)[O-].[Na+] (sodium acetate). The solvent is CN(C=O)C (N,N-dimethylformamide), COCCO (methyl cellosolve), CCCCCCC (n-heptane), C(C)O (ethanol). Yields the product C(=O)(OCC)CC=1C(CCC1)=O (2-(carbethoxymethyl)cyclopent-2-en-1-one). RXN SMILES: C([O:4][C:5]1[CH2:9][CH2:8][CH2:7][C:6]=1[CH2:10][C:11]([O:13][CH2:14][CH3:15])=[O:12])(=O)C.BrBr.[Br-].[Li+].C(=O)([O-])[O-].[Li+].[Li+].Cl.NO.C([O-])(=O)C.[Na+]>CN(C)C=O.C(O)C.COCCO.CCCCCCC>[C:11]([CH2:10][C:6]1[C:5](=[O:4])[CH2:9][CH2:8][CH:7]=1)([O:13][CH2:14][CH3:15])=[O:12] |f:2.3.4.5.6,7.8,9.10|. Procedure details: In the manner described in Example 13, treatment of 1-acetoxy-2-(carbethoxymethyl)cyclopent-1-ene (Example 211) with bromine and subsequent dehydrobromination with lithium bromide-lithium carbonate in N,N-dimethylformamide gives an amber oil. This material is subjected to chromatography on diatomaceous earth using an n-heptane:methyl cellosolve system. Removal of the solvent from hold back volume 4.5-4.7 gives an oil which is then further treated with hydroxylamine hydrochloride, sodium acetate ... Starting materials: BrC1=CC=C(C=C1)/C=C/C=1C(C(C1NC(C(C)(C)C)C)=O)=O (3-[(E)-2-(4-bromo-phenyl)-vinyl]-4-(1,2,2-trimethyl-propylamino)-cyclobut-3-ene-1,2-dione), CN(C)C=O (DMF), C1(=CC=CC=C1)C (toluene). The reagents and catalysts are C=1C=CC(=CC1)[P](C=2C=CC=CC2)(C=3C=CC=CC3)[Pd]([P](C=4C=CC=CC4)(C=5C=CC=CC5)C=6C=CC=CC6)([P](C=7C=CC=CC7)(C=8C=CC=CC8)C=9C=CC=CC9)[P](C=1C=CC=CC1)(C=1C=CC=CC1)C=1C=CC=CC1 (tetrakis(triphenylphosphine)palladium), [C-]#N.[Zn+2].[C-]#N (zinc (II) cyanide). Conditions: temperature 100 celsius, time 18 hour. The product is O=C1C(=C(C1=O)/C=C/C1=CC=C(C#N)C=C1)NC(C(C)(C)C)C (4-{(E)-2-[3,4-Dioxo-2-(1,2,2-trimethyl-propylamino)-cyclobut-1-enyl]-vinyl}-benzonitrile). The yield is 73.0%. Reaction SMILES: Br[C:2]1[CH:7]=[CH:6][C:5](/[CH:8]=[CH:9]/[C:10]2[C:11](=[O:22])[C:12](=[O:21])[C:13]=2[NH:14][CH:15]([CH3:20])[C:16]([CH3:19])([CH3:18])[CH3:17])=[CH:4][CH:3]=1.C1(C)C=CC=CC=1.[CH3:30][N:31](C=O)C>[C-]#N.[Zn+2].[C-]#N.C1C=CC([P]([Pd]([P](C2C=CC=CC=2)(C2C=CC=CC=2)C2C=CC=CC=2)([P](C2C=CC=CC=2)(C2C=CC=CC=2)C2C=CC=CC=2)[P](C2C=CC=CC=2)(C2C=CC=CC=2)C2C=CC=CC=2)(C2C=CC=CC=2)C2C=CC=CC=2)=CC=1>[O:21]=[C:12]1[C:11](=[O:22])[C:10](/[CH:9]=[CH:8]/[C:5]2[CH:6]=[CH:7][C:2]([C:30]#[N:31])=[CH:3][CH:4]=2)=[C:13]1[NH:14][CH:15]([CH3:20])[C:16]([CH3:19])([CH3:18])[CH3:17] |f:3.4.5,^1:43,45,64,83|. Reported procedure: The title compound was prepared via cyano-debromination (Tschaen, Synth. Comm. 1994, 24, 887) of the title compound of Example 26. To a mixture of 3-[(E)-2-(4-bromo-phenyl)-vinyl]-4-(1,2,2-trimethyl-propylamino)-cyclobut-3-ene-1,2-dione (400 mg, 1.10 mmol) and zinc (II) cyanide (77.8 mg, 0.662 mmol) in DMF (1.20 mL) was added tetrakis(triphenylphosphine)palladium (0) (76.6 mg, 0.0662) under an atmosphere of Argon. The reaction mixture was heated to 100° C., stirred 18 hours, then worked up by di... Reactants: Cl.O=C1CCC=2C=C(C=NC2N1)/C=C/C(=O)O ((E)-3-(7-oxo-5,6,7,8-tetrahydro-[1,8]naphthyridin-3-yl)acrylic acid hydrochloride), amide, CNCC1=C(C2=CC=CC=C2C=C1)CCC (methyl-(1-propyl-naphthalen-2-ylmethyl)amine), Cl.CN1CC(NC2=C(C1)C=C(C=N2)/C=C/C(=O)O)=O ((E)-3-(4-methyl-2-oxo-2,3,4,5-tetrahydro-1H-pyrido[2,3-e][1,4]diazepin-7-yl)acrylic acid hydrochloride), C(C)(C)OC1=C(CCN)C=CC=C1OC ((2-isopropoxy-3-methoxy-benzyl)methylamine). The product is Cl.C(C)(C)OC1=C(CN(C(\C=C\C=2C=NC=3NC(CCC3C2)=O)=O)C)C=CC=C1OC ((E)-N-(2-Isopropoxy-3-methoxy-benzyl)-N-methyl-3-(7-oxo-5,6,7,8-tetrahydro-[1,8]naphthyridin-3-yl)acrylamide hydrochloride). The yield is 83.0%. RXN SMILES: [ClH:1].[O:2]=[C:3]1[NH:12][C:11]2[N:10]=[CH:9][C:8](/[CH:13]=[CH:14]/[C:15]([OH:17])=O)=[CH:7][C:6]=2[CH2:5][CH2:4]1.Cl.[CH3:19][N:20]1CC2C=C(/C=C/C(O)=O)C=NC=2NC(=O)C1.[CH:37]([O:40][C:41]1[C:49]([O:50][CH3:51])=[CH:48][CH:47]=[CH:46][C:42]=1[CH2:43]CN)([CH3:39])[CH3:38].CNCC1C=CC2C(=CC=CC=2)C=1CCC>>[ClH:1].[CH:37]([O:40][C:41]1[C:49]([O:50][CH3:51])=[CH:48][CH:47]=[CH:46][C:42]=1[CH2:43][N:20]([CH3:19])[C:15](=[O:17])/[CH:14]=[CH:13]/[C:8]1[CH:9]=[N:10][C:11]2[NH:12][C:3](=[O:2])[CH2:4][CH2:5][C:6]=2[CH:7]=1)([CH3:38])[CH3:39] |f:0.1,2.3,6.7|. Procedure: According to the procedure of Example 1, except substituting (E)-3-(7-oxo-5,6,7,8-tetrahydro-[1,8]naphthyridin-3-yl)acrylic acid hydrochloride for the (E)-3-(4-methyl-2-oxo-2,3,4,5-tetrahydro-1H-pyrido[2,3-e][1,4]diazepin-7-yl)acrylic acid hydrochloride, and substituting (2-isopropoxy-3-methoxy-benzyl)methylamine for the methyl-(1-propyl-naphthalen-2-ylmethyl)amine, the title compound (326 mg, 83%) was prepared as a white solid and as a mixture of amide rotamers: 1H NMR (300 MHz, DMSO-d6) δ 10.6...